From a dataset of the Open Reaction Database (ORD), a public repository of structured organic reaction records. describe an organic reaction: reactants, conditions, products, and yield Starting materials: C1(CCCCC1)CCC[C@H](CC(=O)O)C1=NC(=NO1)CCOC ((3R)-6-cyclohexyl-3-[3-(2-methoxyethyl)-1,2,4-oxadiazol-5-yl]hexanoic acid), C(=O)(N1C=NC=C1)N1C=NC=C1 (1,1′-carbonyldiimidazole), Cl.NO (Hydroxylamine hydrochloride). Run in O1CCCC1 (tetrahydrofuran). Conditions: time 1 hour. Product: C1(CCCCC1)CCC[C@H](CC(=O)NO)C1=NC(=NO1)CCOC ((3R)-6-Cyclohexyl-N-hydroxy-3-[3-(2-methoxyethyl)-1,2,4-oxadiazol-5-yl]hexanamide). The yield is 38.8%. RXN SMILES: [CH:1]1([CH2:7][CH2:8][CH2:9][C@@H:10]([C:15]2[O:19][N:18]=[C:17]([CH2:20][CH2:21][O:22][CH3:23])[N:16]=2)[CH2:11][C:12](O)=[O:13])[CH2:6][CH2:5][CH2:4][CH2:3][CH2:2]1.C(N1C=CN=C1)(N1C=CN=C1)=O.Cl.[NH2:37][OH:38]>O1CCCC1>[CH:1]1([CH2:7][CH2:8][CH2:9][C@@H:10]([C:15]2[O:19][N:18]=[C:17]([CH2:20][CH2:21][O:22][CH3:23])[N:16]=2)[CH2:11][C:12]([NH:37][OH:38])=[O:13])[CH2:6][CH2:5][CH2:4][CH2:3][CH2:2]1 |f:2.3|. Reported procedure: A solution of ((3R)-6-cyclohexyl-3-[3-(2-methoxyethyl)-1,2,4-oxadiazol-5-yl]hexanoic acid (Preparation 51) (245 mg, 0.76 mmol) in anhydrous tetrahydrofuran (10 ml) was treated with 1,1′-carbonyldiimidazole (123 mg, 0.76 mmol) and the mixture stirred at room temperature under a nitrogen atmosphere for 1 hour. Hydroxylamine hydrochloride (53 mg, 0.76 mmol) was then added and the mixture stirred for 18 hours. The solvent was removed under reduced pressure and the residue was purified by column chro... Starting materials: O=C([O-])O, COC(C)(C)C, Cc1ccccc1, COc1ccc(CO)cc1OC1CCCC1, Cl, [Na+]. Yields the product COc1ccc(CCl)cc1OC1CCCC1. As a reaction SMILES: [C:18](=[O:19])([OH:20])[O-:21].[CH3:23][O:24][C:25]([CH3:26])([CH3:27])[CH3:28].[CH3:29][c:30]1[cH:31][cH:32][cH:33][cH:34][cH:35]1.[CH:1]1([O:6][c:7]2[cH:8][c:9]([CH2:10][OH:11])[cH:12][cH:13][c:14]2[O:15][CH3:16])[CH2:2][CH2:3][CH2:4][CH2:5]1.[ClH:17].[Na+:22]>>[CH:1]1([O:6][c:7]2[cH:8][c:9]([CH2:10][Cl:17])[cH:12][cH:13][c:14]2[O:15][CH3:16])[CH2:2][CH2:3][CH2:4][CH2:5]1. Reactants: CCN=C=NCCCN(C)C, COCCCC(=O)NN, Cl, Cl, O=C(O)c1ccc(-c2ccccc2)nc1, c1ccncc1. The product is COCCCC(=O)NNC(=O)c1ccc(-c2ccccc2)nc1. RXN SMILES: [CH2:27]([N:28]=[C:29]=[N:30][CH2:31][CH2:32][CH2:33][N:34]([CH3:35])[CH3:36])[CH3:37].[CH3:17][O:18][CH2:19][CH2:20][CH2:21][C:22](=[O:23])[NH:24][NH2:25].[ClH:16].[ClH:26].[c:1]1(-[c:7]2[n:8][cH:9][c:10]([C:11](=[O:12])[OH:13])[cH:14][cH:15]2)[cH:2][cH:3][cH:4][cH:5][cH:6]1.[cH:38]1[cH:39][cH:40][n:41][cH:42][cH:43]1>>[c:1]1(-[c:7]2[n:8][cH:9][c:10]([C:11](=[O:13])[NH:25][NH:24][C:22]([CH2:21][CH2:20][CH2:19][O:18][CH3:17])=[O:23])[cH:14][cH:15]2)[cH:2][cH:3][cH:4][cH:5][cH:6]1. Reactants: C(C1=CC=CC=C1)OC(=O)N1[C@@H](C[C@H](C1)OS(=O)(=O)C)C=CC=1N(C=CN1)C ((2S,4R)-1-benzyloxycarbonyl-4-methanesulfonyloxy-2-[2-(1-methylimidazol-2-yl)vinyl]pyrrolidine), Cl (hydrochloric acid), [H][H] (hydrogen). Reagents/catalysts: [Pd] (palladium on carbon). The solvent is CO (methanol), C(C)(=O)OCC (ethyl acetate). Conditions: time 1 hour. Yields the product C(C=C)OC(=O)N1[C@@H](C[C@H](C1)OS(=O)(=O)C)CCC=1N(C=CN1)C ((2R,4R)-1-allyloxycarbonyl-2-[2-(1-methylimidazol-2-yl)ethyl]-4-methanesulfonyloxypyrrolidine). Yield: 113.2%. Reaction SMILES: [CH2:1]([O:8][C:9]([N:11]1[CH2:15][C@H:14]([O:16][S:17]([CH3:20])(=[O:19])=[O:18])[CH2:13][C@H:12]1[CH:21]=[CH:22][C:23]1[N:24]([CH3:28])[CH:25]=[CH:26][N:27]=1)=[O:10])[C:2]1C=CC=C[CH:3]=1.Cl.[H][H]>[Pd].CO.C(OCC)(=O)C>[CH2:1]([O:8][C:9]([N:11]1[CH2:15][C@H:14]([O:16][S:17]([CH3:20])(=[O:18])=[O:19])[CH2:13][C@H:12]1[CH2:21][CH2:22][C:23]1[N:24]([CH3:28])[CH:25]=[CH:26][N:27]=1)=[O:10])[CH:2]=[CH2:3]. Reported procedure: A solution of (2S,4R)-1-benzyloxycarbonyl-4-methanesulfonyloxy-2-[2-(1-methylimidazol-2-yl)vinyl]pyrrolidine (5.70 g), conc. hydrochloric acid (2.34 ml) and 10% palladium on carbon (50% wet) (3.0 g) in methanol (120 ml) was stirred under atmospheric pressure of hydrogen at ambient temperature for 4 hours. The catalyst was filtered off and the filtrate was concentrated in vacuo. The resulting residue was dissolved in a mixture of tetrahydrofuran (60 ml) and water (60 ml). To solution was added dr...